This data is from the Open Reaction Database (ORD), a public repository of structured organic reaction records. The task is: describe an organic reaction: reactants, conditions, products, and yield The reactants are CCOC(=O)N1CCN(C(=O)OCc2ccccc2)CC1, C1CCOC1. Yields the product O=C(OCc1ccccc1)N1CCN(O)CC1. RXN SMILES: [CH2:1]([c:2]1[cH:3][cH:4][cH:5][cH:6][cH:7]1)[O:8][C:9](=[O:10])[N:11]1[CH2:12][CH2:13][N:14]([C:17]([O:18][CH2:19][CH3:20])=[O:21])[CH2:15][CH2:16]1.[O:22]1[CH2:23][CH2:24][CH2:25][CH2:26]1>>[CH2:1]([c:2]1[cH:3][cH:4][cH:5][cH:6][cH:7]1)[O:8][C:9](=[O:10])[N:11]1[CH2:12][CH2:13][N:14]([OH:22])[CH2:15][CH2:16]1. Reactants: COCCCN1C(=O)COc2ccc(CCl)cc21, CC(C)(C)OC(=O)N1CCC(c2ccc(OCCCOc3cc(F)ccc3F)cc2)C(O)C1. The product is COCCCN1C(=O)COc2ccc(COC3CN(C(=O)OC(C)(C)C)CCC3c3ccc(OCCCOc4cc(F)ccc4F)cc3)cc21. As a reaction SMILES: [Cl:34][CH2:35][c:36]1[cH:37][cH:38][c:39]2[c:40]([cH:51]1)[N:41]([CH2:46][CH2:47][CH2:48][O:49][CH3:50])[C:42](=[O:45])[CH2:43][O:44]2.[F:1][c:2]1[c:3]([O:4][CH2:5][CH2:6][CH2:7][O:8][c:9]2[cH:10][cH:11][c:12]([CH:15]3[CH:16]([OH:28])[CH2:17][N:18]([C:21](=[O:22])[O:23][C:24]([CH3:25])([CH3:26])[CH3:27])[CH2:19][CH2:20]3)[cH:13][cH:14]2)[cH:29][c:30]([F:33])[cH:31][cH:32]1>>[F:1][c:2]1[c:3]([O:4][CH2:5][CH2:6][CH2:7][O:8][c:9]2[cH:10][cH:11][c:12]([CH:15]3[CH:16]([O:28][CH2:35][c:36]4[cH:37][cH:38][c:39]5[c:40]([cH:51]4)[N:41]([CH2:46][CH2:47][CH2:48][O:49][CH3:50])[C:42](=[O:45])[CH2:43][O:44]5)[CH2:17][N:18]([C:21](=[O:22])[O:23][C:24]([CH3:25])([CH3:26])[CH3:27])[CH2:19][CH2:20]3)[cH:13][cH:14]2)[cH:29][c:30]([F:33])[cH:31][cH:32]1. Starting materials: [N+](#[C-])CC(=O)OCC (ethyl iso-cyanoacetate), COC(OC)N(C)C (dimethoxymethyl dimethyl-amine). Run in C(C)O (ethanol). Conditions: time 12 hour. The product is C(C)OC(/C(=C/N(C)C)/[N+]#[C-])=O ((Z)-3-Dimethylamino-2-isocyano-acrylic acid ethyl ester). Isolated yield 78.0%. Reaction SMILES: [N+:1]([CH2:3][C:4]([O:6][CH2:7][CH3:8])=[O:5])#[C-:2].CO[CH:11]([N:14]([CH3:16])[CH3:15])OC>C(O)C>[CH2:7]([O:6][C:4](=[O:5])/[C:3](/[N+:1]#[C-:2])=[CH:11]/[N:14]([CH3:16])[CH3:15])[CH3:8]. Procedure details: To a solution of ethyl iso-cyanoacetate (8) (10 g, 88.4 mmol) in absolute ethanol (100 mL) at 0° C. under N2 atmosphere was added dimethoxymethyl dimethyl-amine (9) (23.4 mL, 176.8 mmol.) dropwise while stirring was continued at room temperature for 12 h. The reaction mixture was concentrated under reduced pressure to remove ethanol. The residue (crude mass, brown color) was purified by column chromatography over neutral alumina using 3 to 4% ethyl acetate in hexane as eluant. Solvent fractions ... The reactants are NC=1C=C(C=CC1)C1=CC2CCCC(C1)N2C ((±)-3-(3-aminophenyl)-9-methyl-9-azabicyclo[3.3.1]non-2-ene), C([O-])([O-])=O.[K+].[K+] (potassium carbonate), BrCCCCBr (1.4-dibromobutane). The solvent is C(C)O (ethanol). Yields the product N (ammonia), N1(CCCC1)C=1C=C(C=CC1)C1=CC2CCCC(C1)N2C ((±)-3-[3-(1-Pyrrolidinyl)-phenyl]-9-methyl-9-azabicyclo[3.3.1]non-2-ene). Reaction SMILES: [NH2:1][C:2]1[CH:3]=[C:4]([C:8]2[CH2:15][CH:14]3[N:16]([CH3:17])[CH:10]([CH2:11][CH2:12][CH2:13]3)[CH:9]=2)[CH:5]=[CH:6][CH:7]=1.C(=O)([O-])[O-].[K+].[K+].Br[CH2:25][CH2:26][CH2:27][CH2:28]Br>C(O)C>[NH3:1].[N:1]1([C:2]2[CH:3]=[C:4]([C:8]3[CH2:9][CH:10]4[N:16]([CH3:17])[CH:14]([CH2:13][CH2:12][CH2:11]4)[CH:15]=3)[CH:5]=[CH:6][CH:7]=2)[CH2:28][CH2:27][CH2:26][CH2:25]1 |f:1.2.3|. Procedure: A mixture of (±)-3-(3-aminophenyl)-9-methyl-9-azabicyclo[3.3.1]non-2-ene (0.50 g, 2.2 mmol), potassium carbonate (0.61 g, 4.4 mmol), 1.4-dibromobutane (0.52 g, 2.4 mmol) and ethanol (15 ml) was stirred at reflux overnight. The mixture was evaporated and water (25 ml) was added followed by extraction two times with ethyl acetate (25 ml). Chromatography on silica gel with dichloromethane, methanol and conc. ammonia (89:10:1) gave the title compound as an oil. Yield 0.12 g, 19%.